From a dataset of the Open Reaction Database (ORD), a public repository of structured organic reaction records. describe an organic reaction: reactants, conditions, products, and yield Starting materials: [Cl-].[Ca+2].[Cl-] (calcium chloride), NC1=CC=CC=C1 (aniline), C=1(C(=CC=CC1)C(=O)Cl)C (o-toluoyl chloride). The solvent is N1=CC=CC=C1 (pyridine). Run at time 2 hour. The product is CC1=C(C(=O)NC2=CC=CC=C2)C=CC=C1 (2-methylbenzanilide). As a reaction SMILES: [Cl-].[Ca+2].[Cl-].[NH2:4][C:5]1[CH:10]=[CH:9][CH:8]=[CH:7][CH:6]=1.[C:11]1([CH3:20])[C:12]([C:17](Cl)=[O:18])=[CH:13][CH:14]=[CH:15][CH:16]=1>N1C=CC=CC=1>[CH3:20][C:11]1[CH:16]=[CH:15][CH:14]=[CH:13][C:12]=1[C:17]([NH:4][C:5]1[CH:10]=[CH:9][CH:8]=[CH:7][CH:6]=1)=[O:18] |f:0.1.2|. Reported procedure: A three necked flack having a capacity of 100 ml, and equipped with a dropping funnel, a thermometer and a drying tube packed with calcium chloride, was charged with 11.2 g of aniline and 30 ml of pyridine. While stirring the solution in the flack by using a magnetic stirrer, 18.5 g of o-toluoyl chloride was added dropwise from the dropping funnel to the solution in such a manner that the temperature of the resultant reaction mixture did not exceed a level of 40° C. Simultaneously with the start... Starting materials: FC1=C(OC2=NC=NN3C2=C(C(=C3)C(=O)OCC)C)C=CC(=C1)[N+](=O)[O-] (ethyl 4-(2-fluoro-4-nitrophenoxy)-5-methylpyrrolo[2,1-f][1,2,4]triazine-6-carboxylate), CO (MeOH), [NH4+].[Cl-] (NH4Cl). Reagents/catalysts: [Zn] (Zn). Run in C1CCOC1 (THF). Run at temperature 70 celsius, time 4 hour. Product: NC1=CC(=C(OC2=NC=NN3C2=C(C(=C3)C(=O)OCC)C)C=C1)F (Ethyl 4-(4-amino-2-fluorophenoxy)-5-methylpyrrolo[2,1-f][1,2,4]triazine-6-carboxylate). RXN SMILES: [F:1][C:2]1[CH:23]=[C:22]([N+:24]([O-])=O)[CH:21]=[CH:20][C:3]=1[O:4][C:5]1[C:10]2=[C:11]([CH3:19])[C:12]([C:14]([O:16][CH2:17][CH3:18])=[O:15])=[CH:13][N:9]2[N:8]=[CH:7][N:6]=1.CO.[NH4+].[Cl-]>C1COCC1.[Zn]>[NH2:24][C:22]1[CH:21]=[CH:20][C:3]([O:4][C:5]2[C:10]3=[C:11]([CH3:19])[C:12]([C:14]([O:16][CH2:17][CH3:18])=[O:15])=[CH:13][N:9]3[N:8]=[CH:7][N:6]=2)=[C:2]([F:1])[CH:23]=1 |f:2.3|. Reported procedure: To a solution of ethyl 4-(2-fluoro-4-nitrophenoxy)-5-methylpyrrolo[2,1-f][1,2,4]triazine-6-carboxylate (36 mg, 0.1 mmol) in THF (1.0 mL) was added MeOH (0.7 mL) followed by Zn (130 mg, 2.0 mmol) and NH4Cl (53 mg, 1.0 mmol). The reaction was heated at 70° C. overnight. LC/MS analysis indicated mostly starting material. The solution was shaken vigorously and then heated to 75° C. LC/MS analysis after 4 h showed the desired product and many other peaks. The reaction was filtered through a coarse fi... Reactants: BrC=1C=C(C=CC1)CC(=O)O (3-bromophenylacetic acid), 1-(3-dimethylaminopropyl)-3-ethylcarbodiimide 4-hydrochloride, N1CCOCC1 (morpholine). Reagents/catalysts: CN(C1=CC=NC=C1)C (4-dimethylaminopyridine). Solvent: ClCCl (dichloromethane). Conditions: time 8 hour. Product: BrC=1C=C(C=CC1)CC(=O)N1CCOCC1 (3-Bromophenyl-1-morpholin-4-yl-ethanone), solid. RXN SMILES: [NH:1]1[CH2:6][CH2:5][O:4][CH2:3][CH2:2]1.[Br:7][C:8]1[CH:9]=[C:10]([CH2:14][C:15](O)=[O:16])[CH:11]=[CH:12][CH:13]=1>CN(C)C1C=CN=CC=1.ClCCl>[Br:7][C:8]1[CH:9]=[C:10]([CH2:14][C:15]([N:1]2[CH2:6][CH2:5][O:4][CH2:3][CH2:2]2)=[O:16])[CH:11]=[CH:12][CH:13]=1. Procedure: Prepared according to the method described in Example 24a) from 1-(3-dimethylaminopropyl)-3-ethylcarbodiimide 4-hydrochloride (0.764 g), 4-dimethylaminopyridine (0.488 g), morpholine (0.35 ml) and a solution of 3-bromophenylacetic acid (0.43 g) in dichloromethane (10 ml). The mixture was stirred overnight at room temperature. The reaction mixture was washed with 2M hydrochloric acid (3×100 ml), the organic layer was dried over anhydrous magnesium sulfate, filtered and concentrated. The sub-title... Reactants: OC(C#CC(=O)OC)C1=CC2=C(C=C1)OCO2 (methyl 4-hydroxy-4[3,4-(methylenedioxy)phenyl]-2-butynoate). Reagents/catalysts: [O-2].[O-2].[Mn+4] (manganese dioxide). Run in C(Cl)Cl (methylene chloride), C(Cl)Cl (methylene chloride). Run at time 30 minute. Product: C1OC=2C=C(C(=O)C#CC(=O)OC)C=CC2O1 (methyl 3-[3,4-(methylenedioxy) benzoyl)-propiolate). Reaction SMILES: [OH:1][CH:2]([C:9]1[CH:14]=[CH:13][C:12]2[O:15][CH2:16][O:17][C:11]=2[CH:10]=1)[C:3]#[C:4][C:5]([O:7][CH3:8])=[O:6]>C(Cl)Cl.[O-2].[O-2].[Mn+4]>[CH2:16]1[O:15][C:12]2[CH:13]=[CH:14][C:9]([C:2]([C:3]#[C:4][C:5]([O:7][CH3:8])=[O:6])=[O:1])=[CH:10][C:11]=2[O:17]1 |f:2.3.4|. Reported procedure: A solution cf 7.3 g (31 mmol) of methyl 4-hydroxy-4[3,4-(methylenedioxy)phenyl]-2-butynoate in 80 ml of methylene chloride was added dropwise at 0° to a suspension of 77 g (0.89 mol) of manganese dioxide in 150 ml of methylene chloride. The reaction mixture was stirred at 0° for 30 minutes, filtered over magnesium sulphate and concentrated. Crystallization of the residue from ether/hexane yielded methyl 3-[3,4-(methylenedioxy) benzoyl)-propiolate of melting point 95°-97°. The reactants are C(F)(F)(F)COC(F)(F)C(F)F (CF3CH2OCF2CF2H), SbF5. The reagents and catalysts are [Ni] (nickel). Solvent: Hastelloy. Run at temperature 25 celsius, time 12 hour. The product is C(F)(F)(F)COC(F)(C(F)(F)C(F)(F)F)C(F)F (CF3CH2OCF(C2F5)CF2H). The yield is 46.4%. As a reaction SMILES: [C:1]([CH2:5][O:6][C:7]([CH:10]([F:12])[F:11])([F:9])F)([F:4])([F:3])[F:2]>[Ni]>[C:1]([CH2:5][O:6][C:7]([CH:10]([F:12])[F:11])([C:10]([C:1]([F:4])([F:3])[F:2])([F:12])[F:11])[F:9])([F:2])([F:3])[F:4]. Reported procedure: CF3CH2OCF2CF2H (60 g, 0.3 mol), SbF5 (10 g, 0.045 mol) and TFE (20 g, 0.2 mol) were charged into a 400 mL Hastelloy™ nickel alloy tube and agitated at 25° C. for 12 hours. Fractionation of the liquid product gave CF3CH2OCF(C2F5)CF2H, 42 g (46.4% yield), b.p. 65.2-65.8° C. (see Table 1). No formation of PTFE was observed. Starting materials: B, N#CCC(O)c1cc(F)cc(Br)c1, C1CCOC1, CSC, [Na+], O=C([O-])O. Product: NCCC(O)c1cc(F)cc(Br)c1. As a reaction SMILES: [BH3:17].[Br:1][c:2]1[cH:3][c:4]([CH:9]([CH2:10][C:11]#[N:12])[OH:13])[cH:5][c:6]([F:8])[cH:7]1.[CH2:23]1[O:24][CH2:25][CH2:26][CH2:27]1.[CH3:14][S:15][CH3:16].[Na+:22].[O-:18][C:19]([OH:20])=[O:21]>>[Br:1][c:2]1[cH:3][c:4]([CH:9]([CH2:10][CH2:11][NH2:12])[OH:13])[cH:5][c:6]([F:8])[cH:7]1. Reactants: Cl (hydrochloric acid), CC1(CC(=O)OC(C1)=O)C (3,3-dimethylglutaric anhydride), [Cl-].[Al+3].[Cl-].[Cl-] (aluminum chloride), C1=CC=CC=C1 (benzene), ice water. Yields the product CC(CC(=O)O)(CC(C1=CC=CC=C1)=O)C (3,3-dimethyl-5-oxo-5-phenylpentanoic acid). Reaction SMILES: [CH3:1][C:2]1([CH3:10])[CH2:8][C:7](=[O:9])[O:6][C:4](=[O:5])[CH2:3]1.[Cl-].[Al+3].[Cl-].[Cl-].Cl.[CH:16]1[CH:21]=[CH:20][CH:19]=[CH:18][CH:17]=1>>[CH3:10][C:2]([CH3:1])([CH2:3][C:4](=[O:5])[C:16]1[CH:21]=[CH:20][CH:19]=[CH:18][CH:17]=1)[CH2:8][C:7]([OH:6])=[O:9] |f:1.2.3.4|. Reported procedure: A mixture of 3,3-dimethylglutaric anhydride (10.0 g, 70.4 mmol), anhydrous aluminum chloride (23.5 g, 176 mmol) and benzene (100 ml) was heated under reflux for 5 hours. The reaction mixture was poured into ice water, adjusted to pH 1 with a 35% hydrochloric acid and then extracted with ethyl acetate. The extract solution was washed with water and a saturated aqueous sodium chloride solution and dried over anhydrous magnesium sulfate. The solvent was distilled off under reduced pressure to obtai...